Dataset: the Open Reaction Database (ORD), a public repository of structured organic reaction records. Task: describe an organic reaction: reactants, conditions, products, and yield The reactants are COCCN1CCC(C(=O)O)CC1, N=C=NC1CCCCC1, Cl, CC(C)(CN)c1cc(-c2ccncc2)c(-c2ccc(Cl)c(O)c2)o1, CN(C)C=O, O, On1nnc2ccccc21. The product is COCCN1CCC(C(=O)NCC(C)(C)c2cc(-c3ccncc3)c(-c3ccc(Cl)c(O)c3)o2)CC1. As a reaction SMILES: [CH3:2][O:3][CH2:4][CH2:5][N:6]1[CH2:7][CH2:8][CH:9]([C:12](=[O:13])[OH:14])[CH2:10][CH2:11]1.[CH:15]1([N:16]=[C:17]=[NH:18])[CH2:19][CH2:20][CH2:21][CH2:22][CH2:23]1.[ClH:1].[NH2:35][CH2:36][C:37]([CH3:38])([CH3:39])[c:40]1[cH:41][c:42](-[c:53]2[cH:54][cH:55][n:56][cH:57][cH:58]2)[c:43](-[c:45]2[cH:46][cH:47][c:48]([Cl:52])[c:49]([OH:51])[cH:50]2)[o:44]1.[O:59]=[CH:60][N:61]([CH3:62])[CH3:63].[OH2:24].[OH:25][n:26]1[c:27]2[cH:28][cH:29][cH:30][cH:31][c:32]2[n:33][n:34]1>>[CH3:2][O:3][CH2:4][CH2:5][N:6]1[CH2:7][CH2:8][CH:9]([C:12](=[O:14])[NH:35][CH2:36][C:37]([CH3:38])([CH3:39])[c:40]2[cH:41][c:42](-[c:53]3[cH:54][cH:55][n:56][cH:57][cH:58]3)[c:43](-[c:45]3[cH:46][cH:47][c:48]([Cl:52])[c:49]([OH:51])[cH:50]3)[o:44]2)[CH2:10][CH2:11]1.